This data is from the Open Reaction Database (ORD), a public repository of structured organic reaction records. The task is: describe an organic reaction: reactants, conditions, products, and yield The reactants are CCOC(=O)C1(C2CN(C(C)c3ccccc3)C(=S)C2F)CC1, C1CCOC1. Product: CCOC(=O)C1(C2CN(C(C)c3ccccc3)CC2F)CC1. Reaction SMILES: [CH2:1]([CH3:2])[O:3][C:4](=[O:5])[C:6]1([CH:9]2[CH:10]([F:23])[C:11](=[S:22])[N:12]([CH:14]([CH3:15])[c:16]3[cH:17][cH:18][cH:19][cH:20][cH:21]3)[CH2:13]2)[CH2:7][CH2:8]1.[O:24]1[CH2:25][CH2:26][CH2:27][CH2:28]1>>[CH2:1]([CH3:2])[O:3][C:4](=[O:5])[C:6]1([CH:9]2[CH:10]([F:23])[CH2:11][N:12]([CH:14]([CH3:15])[c:16]3[cH:17][cH:18][cH:19][cH:20][cH:21]3)[CH2:13]2)[CH2:7][CH2:8]1.